This data is from the Open Reaction Database (ORD), a public repository of structured organic reaction records. The task is: describe an organic reaction: reactants, conditions, products, and yield The reactants are [Cl-].[Li+] (lithium chloride), [I-].[Sm+2].[I-] (samarium(II) iodide), C1(CCC1)=O (cyclobutanone), S(=S)(=O)([O-])[O-].[Na+].[Na+] (sodium thiosulfate). Run in O1CCCC1 (tetrahydrofuran), O1CCCC1 (tetrahydrofuran). Run at time 15 minute. Product: C1(CCC1)(C1(CCC1)O)O (bicyclobutyl-1,1′-diol). Yield: 47.7%. As a reaction SMILES: [Cl-].[Li+].[I-].[Sm+2].[I-].[C:6]1(=[O:10])[CH2:9][CH2:8][CH2:7]1.S([O-])([O-])(=O)=S.[Na+].[Na+]>O1CCCC1>[C:6]1([OH:10])([C:6]2([OH:10])[CH2:9][CH2:8][CH2:7]2)[CH2:9][CH2:8][CH2:7]1 |f:0.1,2.3.4,6.7.8|. Procedure details: To a solution of lithium chloride (2.12 g) in tetrahydrofuran (60 mL) was added samarium(II) iodide (5.0 g) under argon atmosphere, followed by stirring the mixture at room temperature for 15 minutes. To this reaction mixture was added dropwise a solution of cyclobutanone (825 mg) in tetrahydrofuran (5 mL), followed by stirring the mixture at room temperature for 1 hour. To the reaction mixture was added saturated aqueous sodium thiosulfate solution under ice-cooling, followed by extraction with... The reactants are NC1=CC=C(C=N1)OC1=CC(=NC=C1)C(=O)N (4-((6-aminopyridin-3-yl)oxy)picolinamide), CN1N(C(C(=C1C)C(=O)O)=O)C1=CC=CC=C1 (1,5-dimethyl-3-oxo-2-phenyl-2,3-dihydro-1H-pyrazole-4-carboxylic acid), CCN=C=NCCCN(C)C (EDCI), C1=CC2=C(N=C1)N(N=N2)O (HOAT). The solvent is O (water), C(Cl)Cl (DCM), C(Cl)Cl (DCM). Run at temperature 45 celsius, time 28 hour. Yields the product CN1N(C(C(=C1C)C(=O)NC1=CC=C(C=N1)OC1=CC(=NC=C1)C(=O)N)=O)C1=CC=CC=C1 (4-((6-(1,5-dimethyl-3-oxo-2-phenyl-2,3-dihydro-1H-pyrazole-4-carboxamido)pyridin-3-yl)oxy)picolinamide). Yield: 25.0%. As a reaction SMILES: [NH2:1][C:2]1[N:7]=[CH:6][C:5]([O:8][C:9]2[CH:14]=[CH:13][N:12]=[C:11]([C:15]([NH2:17])=[O:16])[CH:10]=2)=[CH:4][CH:3]=1.[CH3:18][N:19]1[C:23]([CH3:24])=[C:22]([C:25](O)=[O:26])[C:21](=[O:28])[N:20]1[C:29]1[CH:34]=[CH:33][CH:32]=[CH:31][CH:30]=1.CCN=C=NCCCN(C)C.C1C=NC2N(O)N=NC=2C=1>C(Cl)Cl.O>[CH3:18][N:19]1[C:23]([CH3:24])=[C:22]([C:25]([NH:1][C:2]2[N:7]=[CH:6][C:5]([O:8][C:9]3[CH:14]=[CH:13][N:12]=[C:11]([C:15]([NH2:17])=[O:16])[CH:10]=3)=[CH:4][CH:3]=2)=[O:26])[C:21](=[O:28])[N:20]1[C:29]1[CH:34]=[CH:33][CH:32]=[CH:31][CH:30]=1. Reported procedure: To a suspension of 4-((6-aminopyridin-3-yl)oxy)picolinamide (230 mg, 1 mmol) and 1,5-dimethyl-3-oxo-2-phenyl-2,3-dihydro-1H-pyrazole-4-carboxylic acid (237 mg, 1.02 mmol) in DCM (5 mL) was added EDCI (230 mg, 1.2 mmol) and HOAT (27 mg, 0.2 mmol). The reaction was stirred at 45° C. for 28 hours, then cooled to rt and diluted with water (10 mL) and DCM (20 mL). The organic phase was concentrated in vacuo and the residue was purified by a silica gel column chromatography (DCM/CH3OH (v/v)=40/1) to g... The reactants are O=C([O-])[O-], CCON, COc1ccc2c(c1OC)CCC(=O)C2, Cl, [Na+], [Na+], O. The product is CCONC1CCc2c(ccc(OC)c2OC)C1. RXN SMILES: [C:21](=[O:22])([O-:23])[O-:24].[CH2:17]([CH3:18])[O:19][NH2:20].[CH3:1][O:2][c:3]1[c:4]2[c:9]([cH:10][cH:11][c:12]1[O:13][CH3:14])[CH2:8][C:7](=[O:15])[CH2:6][CH2:5]2.[ClH:16].[Na+:25].[Na+:26].[OH2:27]>>[CH3:1][O:2][c:3]1[c:4]2[c:9]([cH:10][cH:11][c:12]1[O:13][CH3:14])[CH2:8][CH:7]([NH:20][O:19][CH2:17][CH3:18])[CH2:6][CH2:5]2. Reactants: OOS(=O)[O-].[K+] (Oxone), C(C)C1=NC2=CC=C(C=C2C(C1)=S)C (2-ethyl-6-methylthio-4-quinolone), CO (methanol), C([O-])(O)=O.[Na+] (sodium bicarbonate). Run in O (water). Reaction conditions: time 1 hour. The product is C(C)C1=NC2=CC=C(C=C2C(C1)=O)S(=O)(=O)C (2-ethyl-6-methylsulphonyl-4-quinolone). RXN SMILES: O[O:2][S:3]([O-:5])=O.[K+].[CH2:7]([C:9]1[CH2:18]C(=S)[C:16]2[C:11](=[CH:12][CH:13]=[C:14](C)[CH:15]=2)[N:10]=1)[CH3:8].[C:21](=[O:24])(O)[O-].[Na+].[CH3:26]O>O>[CH2:7]([C:9]1[CH2:18][C:21](=[O:24])[C:16]2[C:11](=[CH:12][CH:13]=[C:14]([S:3]([CH3:26])(=[O:5])=[O:2])[CH:15]=2)[N:10]=1)[CH3:8] |f:0.1,3.4|. Procedure details: Oxone (920 mg) was added to a solution of 2-ethyl-6-methylthio-4-quinolone (220 mg) in methanol (10 ml) and water (1 ml). The suspension was stirred at ambient temperature for 1 hour then evaporated to give a yellow solid. Saturated sodium bicarbonate solution (10 ml) was added and the resulting precipitate collected by filtration and dried to give 2-ethyl-6-methylsulphonyl-4-quinolone (150 mg) as a light yellow powder, m.p. 283° C. Reactants: O=C(Cl)OCC(Cl)(Cl)Cl, C1CCOC1, O, c1ccncc1, Nc1nncs1. Product: O=C(Nc1nncs1)OCC(Cl)(Cl)Cl. Reaction SMILES: [Cl:13][C:14](=[O:15])[O:16][CH2:17][C:18]([Cl:19])([Cl:20])[Cl:21].[O:23]1[CH2:24][CH2:25][CH2:26][CH2:27]1.[OH2:22].[cH:7]1[cH:8][cH:9][n:10][cH:11][cH:12]1.[s:1]1[c:2]([NH2:6])[n:3][n:4][cH:5]1>>[s:1]1[c:2]([NH:6][C:14](=[O:15])[O:16][CH2:17][C:18]([Cl:19])([Cl:20])[Cl:21])[n:3][n:4][cH:5]1. Reaction SMILES: [CH3:27][CH2:28][OH:29].[F:1][C:2]([c:3]1[n:4][n:5](-[c:12]2[cH:13][cH:14][c:15]([C:16](=[O:17])[O:18][CH3:19])[cH:20][cH:21]2)[c:6]2[c:11]1[CH2:10][CH2:9][CH2:8][CH2:7]2)([F:22])[F:23].[Na+:25].[OH-:24].[OH2:26]>>[F:1][C:2]([c:3]1[n:4][n:5](-[c:12]2[cH:13][cH:14][c:15]([C:16](=[O:17])[OH:18])[cH:20][cH:21]2)[c:6]2[c:11]1[CH2:10][CH2:9][CH2:8][CH2:7]2)([F:22])[F:23]. Starting materials: CCO, COC(=O)c1ccc(-n2nc(C(F)(F)F)c3c2CCCC3)cc1, [Na+], [OH-], O. Yields the product O=C(O)c1ccc(-n2nc(C(F)(F)F)c3c2CCCC3)cc1.